This data is from the Open Reaction Database (ORD), a public repository of structured organic reaction records. The task is: describe an organic reaction: reactants, conditions, products, and yield The reactants are SCC(=O)O (mercaptoacetic acid), C1(=CC=CC=C1)C (toluene), [OH-].[K+] (potassium hydroxide), dipotassium, FC1=C(C=CC=C1)C1=CC=C(C=C1)C(C)Cl (1-(2'-fluoro-4-biphenylyl)-1-chloro-ethane). The solvent is O (water), O (water), CO (methanol). Run at time 18 hour. Yields the product FC1=C(C=CC=C1)C1=CC=C(C=C1)C(C)SCC(=O)O ([1-(2'-Fluoro-4-biphenylyl)-ethylthio]-acetic acid). Isolated yield 55.0%. RXN SMILES: [SH:1][CH2:2][C:3]([OH:5])=[O:4].[OH-].[K+].[F:8][C:9]1[CH:14]=[CH:13][CH:12]=[CH:11][C:10]=1[C:15]1[CH:20]=[CH:19][C:18]([CH:21](Cl)[CH3:22])=[CH:17][CH:16]=1.C1(C)C=CC=CC=1>CO.O>[F:8][C:9]1[CH:14]=[CH:13][CH:12]=[CH:11][C:10]=1[C:15]1[CH:16]=[CH:17][C:18]([CH:21]([S:1][CH2:2][C:3]([OH:5])=[O:4])[CH3:22])=[CH:19][CH:20]=1 |f:1.2|. Procedure details: 6.35 gm (0.055 mol) of 80% mercaptoacetic acid were admixed in 70 ml of methanol with a solution of 6.2 gm (0.11 mol) of potassium hydroxide in 6.2 ml of water. To the solution of dipotassium salt, 11.7 gm (0.05 mol) of 1-(2'-fluoro-4-biphenylyl)-1-chloro-ethane were added, the reaction mixture was rinsed with 20 ml of methanol and stirred for 18 hours at room temperature. Subsequently, the mixture was evaporated, the residue was digested with acetone, and the precipitated potassium salt was suc... Starting materials: C(C(C)C)=O (isobutyraldehyde), C(CCC(=O)OCC)(=O)OCC (diethyl succinate), CC(C)([O-])C.[K+] (Potassium t-butoxide). Run in C(C)(C)(C)O (t-butanol), C(C)(C)(C)O (t-butanol). Yields the product C(=O)(OCC)C(=O)C(C(=O)O)CC(C)C (2-carboethoxycarbonyl-4-methyl pentanoic acid). RXN SMILES: [CH3:1][C:2]([CH3:5])([O-])[CH3:3].[K+].C(=[O:11])C(C)C.[C:12]([O:21]CC)(=[O:20])[CH2:13][CH2:14][C:15]([O:17][CH2:18][CH3:19])=[O:16]>C(O)(C)(C)C>[C:15]([C:14]([CH:13]([CH2:1][CH:2]([CH3:5])[CH3:3])[C:12]([OH:21])=[O:20])=[O:11])([O:17][CH2:18][CH3:19])=[O:16] |f:0.1|. Procedure: Potassium t-butoxide, 24.7 g (0.35M), was dissolved in 200 ml of refluxing t-butanol. A mixture of isobutyraldehyde, 18.2 ml (0.20M) and diethyl succinate 41.55 ml (0.25M) was added to the t-butanol solution over 30 min. The reaction mixture was stirred under reflux, for 2 h. The solvent was removed from the reaction mixture by evaporation under reduced pressure and acidified with 2N HCl. The product was extracted with ethyl ether, Et2O (3×200 ml). The ether solution was washed with water (3×200... Reactants: CC(C)(C)OC(=O)CBr, CC(C(=S)c1ccccc1)C1NC(=O)C1C(CO[SiH](C)C)C(C)(C)C, CN(C)C=O, CCOCC, [H-], [Na+], O=P(O)(O)O. The product is CC(C(=S)c1ccccc1)C1C(C(CO[SiH](C)C)C(C)(C)C)C(=O)N1CC(=O)OC(C)(C)C. RXN SMILES: [Br:3][CH2:4][C:5](=[O:6])[O:7][C:8]([CH3:9])([CH3:10])[CH3:11].[C:12]([CH3:13])([CH3:14])([CH3:15])[CH:16]([CH2:17][O:18][SiH:19]([CH3:20])[CH3:21])[CH:22]1[C:23](=[O:36])[NH:24][CH:25]1[CH:26]([CH3:27])[C:28](=[S:29])[c:30]1[cH:31][cH:32][cH:33][cH:34][cH:35]1.[CH3:42][N:43]([CH3:44])[CH:45]=[O:46].[CH3:47][CH2:48][O:49][CH2:50][CH3:51].[H-:1].[Na+:2].[P:37](=[O:38])([OH:39])([OH:40])[OH:41]>>[CH2:4]([C:5](=[O:6])[O:7][C:8]([CH3:9])([CH3:10])[CH3:11])[N:24]1[C:23](=[O:36])[CH:22]([CH:16]([C:12]([CH3:13])([CH3:14])[CH3:15])[CH2:17][O:18][SiH:19]([CH3:20])[CH3:21])[CH:25]1[CH:26]([CH3:27])[C:28](=[S:29])[c:30]1[cH:31][cH:32][cH:33][cH:34][cH:35]1. Starting materials: O=C([O-])C=CC(=O)[O-], [Cl-], S=C1CN=C(c2ccccc2Cl)c2cc(Cl)ccc2N1, ClCCCN1CCCCC1, Cl, [K+], [Na+], C1CCOC1, [OH-], O=C(O)C=CC(=O)O. Yields the product O=C(O)C=CC(=O)O, Clc1ccc2c(c1)C(c1ccccc1Cl)=NCC(SCCCN1CCCCC1)=N2. As a reaction SMILES: [C:34]([CH:35]=[CH:36][C:37](=[O:38])[O-:39])(=[O:40])[O-:41].[Cl-:51].[Cl:1][c:2]1[c:3]([C:8]2=[N:9][CH2:10][C:11](=[S:20])[NH:12][c:13]3[c:14]2[cH:15][c:16]([Cl:19])[cH:17][cH:18]3)[cH:4][cH:5][cH:6][cH:7]1.[Cl:24][CH2:25][CH2:26][CH2:27][N:28]1[CH2:29][CH2:30][CH2:31][CH2:32][CH2:33]1.[ClH:23].[K+:22].[Na+:50].[O:52]1[CH2:53][CH2:54][CH2:55][CH2:56]1.[OH-:21].[OH:42][C:43]([CH:44]=[CH:45][C:46](=[O:47])[OH:48])=[O:49]>>[C:34]([CH:35]=[CH:36][C:37](=[O:38])[OH:39])(=[O:40])[OH:41].[Cl:1][c:2]1[c:3]([C:8]2=[N:9][CH2:10][C:11]([S:20][CH2:25][CH2:26][CH2:27][N:28]3[CH2:29][CH2:30][CH2:31][CH2:32][CH2:33]3)=[N:12][c:13]3[c:14]2[cH:15][c:16]([Cl:19])[cH:17][cH:18]3)[cH:4][cH:5][cH:6][cH:7]1. Starting materials: C1CCC2=NCCCN2CC1, CN(C)C=O, CC(CO)C(Cl)c1ccc(Cc2cccnc2)cc1. The product is CC(=Cc1ccc(Cc2cccnc2)cc1)CO. Reaction SMILES: [CH2:20]1[CH2:21][CH2:22][C:23]2=[N:28][CH2:27][CH2:26][CH2:25][N:24]2[CH2:29][CH2:30]1.[CH3:31][N:32]([CH3:33])[CH:34]=[O:35].[Cl:1][CH:2]([CH:3]([CH2:4][OH:5])[CH3:6])[c:7]1[cH:8][cH:9][c:10]([CH2:11][c:12]2[cH:13][n:14][cH:15][cH:16][cH:17]2)[cH:18][cH:19]1>>[CH:2](=[C:3]([CH2:4][OH:5])[CH3:6])[c:7]1[cH:8][cH:9][c:10]([CH2:11][c:12]2[cH:13][n:14][cH:15][cH:16][cH:17]2)[cH:18][cH:19]1.